Dataset: the Open Reaction Database (ORD), a public repository of structured organic reaction records. Task: describe an organic reaction: reactants, conditions, products, and yield The reactants are CCCN1C(=O)C(CC)N(C(=O)c2ccc(OC)cc2)c2cc(F)ccc21, CCC1C(=O)N(C)c2cc(F)ccc2N1C(=O)c1ccc(O)cc1. Yields the product CCCN1C(=O)C(CC)N(C(=O)c2ccc(O)cc2)c2cc(F)ccc21. RXN SMILES: [CH2:1]([CH3:2])[CH:3]1[C:4](=[O:27])[N:5]([CH2:24][CH2:25][CH3:26])[c:6]2[cH:7][cH:8][c:9]([F:23])[cH:10][c:11]2[N:12]1[C:13]([c:14]1[cH:15][cH:16][c:17]([O:20][CH3:21])[cH:18][cH:19]1)=[O:22].[CH2:28]([CH:29]1[N:30]([C:31](=[O:32])[c:33]2[cH:34][cH:35][c:36]([OH:37])[cH:38][cH:39]2)[c:40]2[c:41]([cH:42][c:43]([F:44])[cH:45][cH:46]2)[N:47]([CH3:48])[C:49]1=[O:50])[CH3:51]>>[CH2:1]([CH3:2])[CH:3]1[C:4](=[O:27])[N:5]([CH2:24][CH2:25][CH3:26])[c:6]2[cH:7][cH:8][c:9]([F:23])[cH:10][c:11]2[N:12]1[C:13]([c:14]1[cH:15][cH:16][c:17]([OH:20])[cH:18][cH:19]1)=[O:22]. The reactants are FC1=C(C=CC=C1)CCO (2-(2-fluoro-phenyl)-ethanol), [Cl-].[NH4+] (ammonium chloride), C1(=CC=C(C=C1)S(=O)(=O)Cl)C (p-toluensulfonyl chloride), C(C)(C)N(CC)C(C)C (diisopropyl ethylamine), solution. Reagents/catalysts: CN(C1=CC=NC=C1)C (4-(dimethylamino)pyridine). Run in C(Cl)Cl (methylene chloride). Conditions: temperature 0 celsius, time 6 hour. The product is FC1=C(C=CC=C1)CCOS(=O)(=O)C1=CC=C(C=C1)C (toluen-4-sulfonate-2-(2-fluoro-phenyl)-ethyl ester). Isolated yield 70.5%. As a reaction SMILES: [C:1]1([CH3:11])[CH:6]=[CH:5][C:4]([S:7](Cl)(=[O:9])=[O:8])=[CH:3][CH:2]=1.C(N(C(C)C)CC)(C)C.[F:21][C:22]1[CH:27]=[CH:26][CH:25]=[CH:24][C:23]=1[CH2:28][CH2:29][OH:30].[Cl-].[NH4+]>CN(C)C1C=CN=CC=1.C(Cl)Cl>[F:21][C:22]1[CH:27]=[CH:26][CH:25]=[CH:24][C:23]=1[CH2:28][CH2:29][O:30][S:7]([C:4]1[CH:5]=[CH:6][C:1]([CH3:11])=[CH:2][CH:3]=1)(=[O:9])=[O:8] |f:3.4|. Procedure: 1.02 g of p-toluensulfonyl chloride (5.35 mM), 1.24 ml of diisopropyl ethylamine (7.13 mM) and 86 mg of 4-(dimethylamino)pyridine (0.71 mM) were added to the reaction solution (3.57 mM) containing 500 mg of 2-(2-fluoro-phenyl)-ethanol (3.57 mM) dissolved in methylene chloride solution with stirring for 6 hrs at 0° C. under Ar atmosphere, and then the reaction mixture was stirred for 12 hrs at room temperature. The resulting mixture was neutralized with ammonium chloride, extracted with ethyl ace... Reaction SMILES: [C:1]([O:4][C@@H:5]1[C@@H:18]([O:19][C:20](=[O:22])[CH3:21])[C@H:17]([O:23][C:24](=[O:26])[CH3:25])[CH2:16][S:15][C@H:6]1[O:7][C:8]1[CH:9]=[N:10][CH:11]=[C:12](Br)[CH:13]=1)(=[O:3])[CH3:2].[Cl:27][C:28]1[CH:33]=[C:32](B(O)O)[CH:31]=[CH:30][N:29]=1>>[C:1]([O:4][C@@H:5]1[C@@H:18]([O:19][C:20](=[O:22])[CH3:21])[C@H:17]([O:23][C:24](=[O:26])[CH3:25])[CH2:16][S:15][C@H:6]1[O:7][C:8]1[CH:9]=[N:10][CH:11]=[C:12]([C:32]2[CH:31]=[CH:30][N:29]=[C:28]([Cl:27])[CH:33]=2)[CH:13]=1)(=[O:3])[CH3:2]. Starting materials: C(C)(=O)O[C@H]1[C@H](OC=2C=NC=C(C2)Br)SC[C@H]([C@@H]1OC(C)=O)OC(C)=O (5-bromo-3-pyridinyl 2,3,4-tri-O-acetyl-5-thio-β-D-xylopyranoside), IX, ClC1=NC=CC(=C1)B(O)O (2-chloro-4-pyridineboronic acid). Product: C(C)(=O)O[C@H]1[C@H](OC=2C=NC=C(C2)C2=CC(=NC=C2)Cl)SC[C@H]([C@@H]1OC(C)=O)OC(C)=O (5-(2-Chloro-4-pyridinyl)-3-pyridinyl 2,3,4-tri-O-acetyl-5-thio-β-D-xylo-pyranoside), solid. Procedure details: By carrying out the operation analogously to example 1, starting from 5-bromo-3-pyridinyl 2,3,4-tri-O-acetyl-5-thio-β-D-xylopyranoside, obtained according to preparation IX, and 2-chloro-4-pyridineboronic acid, the desired product is obtained in the form of an ecru solid (yield=55%). The yield is 55.0%. The reactants are C1(CC1)N (Cyclopropylamine), ClC=1C=CC(=C(C=O)C1)C(C)C (5-Chloro-2-isopropylbenzaldehyde). The solvent is CO (methanol). Run at time 2 hour. Product: ClC=1C=CC(=C(C1)C=NC1CC1)C(C)C (N-[(5-chloro-2-isopropylphenyl)-methylene]cyclopropanamine). Isolated yield 99.9%. Reaction SMILES: [CH:1]1([NH2:4])[CH2:3][CH2:2]1.[Cl:5][C:6]1[CH:7]=[CH:8][C:9]([CH:14]([CH3:16])[CH3:15])=[C:10]([CH:13]=1)[CH:11]=O>CO>[Cl:5][C:6]1[CH:7]=[CH:8][C:9]([CH:14]([CH3:16])[CH3:15])=[C:10]([CH:11]=[N:4][CH:1]2[CH2:3][CH2:2]2)[CH:13]=1. Procedure: Cyclopropylamine (39.2 g, 0.69 mol) was added to a solution of 5-chloro-2-isopropylbenzaldehyde (II) (120 g, 0.65 mol, 99.6 GC-% by area) in methanol (1200 ml) and the mixture was stirred at room temperature for 2 hours. The solvent was subsequently removed under reduced pressure and N-[(5-chloro-2-isopropylphenyl)-methylene]cyclopropanamine (144 g, 99.2 GC-% by area, 98.5% of theory) was obtained as a light-yellow oil. The reactants are Nc1cccc(B(O)O)c1, O=C1CCC(=O)O1, O, c1ccncc1. RXN SMILES: [NH2:8][c:9]1[cH:10][c:11]([B:15]([OH:16])[OH:17])[cH:12][cH:13][cH:14]1.[O:1]=[C:2]1[CH2:3][CH2:4][C:5](=[O:6])[O:7]1.[OH2:18].[cH:19]1[cH:20][cH:21][n:22][cH:23][cH:24]1>>[O:1]=[C:2]([CH2:3][CH2:4][C:5](=[O:6])[NH:8][c:9]1[cH:10][c:11]([B:15]([OH:16])[OH:17])[cH:12][cH:13][cH:14]1)[OH:7]. The product is O=C(O)CCC(=O)Nc1cccc(B(O)O)c1. Starting materials: c1ccc(CC2CCNCC2)cc1, ClCCCl, Cc1cc(NC(=O)NC(C(=O)O)C(C)C)c2ccccc2n1, Cl, CN(C)C=O, On1nnc2ccccc21. The product is Cc1cc(NC(=O)NC(C(=O)N2CCC(Cc3ccccc3)CC2)C(C)C)c2ccccc2n1. Reaction SMILES: [CH2:24]([c:25]1[cH:26][cH:27][cH:28][cH:29][cH:30]1)[CH:31]1[CH2:32][CH2:33][NH:34][CH2:35][CH2:36]1.[CH2:47]([Cl:48])[CH2:49][Cl:50].[CH3:2][CH:3]([CH:4]([C:5](=[O:6])[OH:7])[NH:8][C:9](=[O:10])[NH:11][c:12]1[cH:13][c:14]([CH3:22])[n:15][c:16]2[cH:17][cH:18][cH:19][cH:20][c:21]12)[CH3:23].[ClH:1].[O:51]=[CH:52][N:53]([CH3:54])[CH3:55].[OH:37][n:38]1[c:39]2[c:40]([cH:41][cH:42][cH:43][cH:44]2)[n:45][n:46]1>>[CH3:2][CH:3]([CH:4]([C:5](=[O:7])[N:34]1[CH2:33][CH2:32][CH:31]([CH2:24][c:25]2[cH:26][cH:27][cH:28][cH:29][cH:30]2)[CH2:36][CH2:35]1)[NH:8][C:9](=[O:10])[NH:11][c:12]1[cH:13][c:14]([CH3:22])[n:15][c:16]2[cH:17][cH:18][cH:19][cH:20][c:21]12)[CH3:23]. Solvent: C(C)O (ethanol). Reactants: NN (hydrazine), Cl.N1=C(C=CC=C1)C(=O)C1=C(C(=O)O)C=CC=C1 (2-(2-pyridylcarbonyl)benzoic acid hydrochloride). The product is OC1=NN=C(C2=CC=CC=C12)C1=NC=CC=C1 (1-hydroxy-4-(2-pyridyl)phthalazine). As a reaction SMILES: [NH2:1][NH2:2].Cl.[N:4]1[CH:9]=[CH:8][CH:7]=[CH:6][C:5]=1[C:10]([C:12]1[CH:20]=[CH:19][CH:18]=[CH:17][C:13]=1[C:14](O)=[O:15])=O>C(O)C>[OH:15][C:14]1[C:13]2[C:12](=[CH:20][CH:19]=[CH:18][CH:17]=2)[C:10]([C:5]2[CH:6]=[CH:7][CH:8]=[CH:9][N:4]=2)=[N:2][N:1]=1 |f:1.2|. Reaction conditions: time 5 hour. Reported procedure: A 3M-solution of hydrazine (20 ml, 60 mmol) in ethanol is added to the solution of crude 2-(2-pyridylcarbonyl)benzoic acid hydrochloride(4.54 g, 20 mmol), and the mixture is stirred at room temperature for 5 hours. Precipitation yields 1-hydroxy-4-(2-pyridyl)phthalazine. Reactants: C1(CCCC1)C1=C(C=C(C=N1)C=1C=NC=C(C1)C)C(=O)OC (Methyl 6-cyclopentyl-5′-methyl-3,3′-bipyridine-5-carboxylate), [OH-].[Na+] (sodium hydroxide). The solvent is C1CCOC1.CO (THF methanol). Conditions: time 18 hour. Yields the product C1(CCCC1)C1=C(C=C(C=N1)C=1C=NC=C(C1)C)C(=O)[O-].[Na+] (Sodium 6-cyclopentyl-5′-methyl-3,3′-bipyridine-5-carboxylate). As a reaction SMILES: [CH:1]1([C:6]2[N:11]=[CH:10][C:9]([C:12]3[CH:13]=[N:14][CH:15]=[C:16]([CH3:18])[CH:17]=3)=[CH:8][C:7]=2[C:19]([O:21]C)=[O:20])[CH2:5][CH2:4][CH2:3][CH2:2]1.[OH-].[Na+:24]>C1COCC1.CO>[CH:1]1([C:6]2[N:11]=[CH:10][C:9]([C:12]3[CH:13]=[N:14][CH:15]=[C:16]([CH3:18])[CH:17]=3)=[CH:8][C:7]=2[C:19]([O-:21])=[O:20])[CH2:2][CH2:3][CH2:4][CH2:5]1.[Na+:24] |f:1.2,3.4,5.6|. Procedure: To a solution of methyl 6-cyclopentyl-5′-methyl-3,3′-bipyridine-5-carboxylate (6-2, 0.060 g, 0.020 mmol, 1.0 equiv) in THF/methanol (1.7 mL/0.3 mL) was added 10 N sodium hydroxide (0.10 mL, 1.0 mmol, 5.0 equiv) and the system was stirred for 18 h at ambient temperature. The reaction mixture was concentrated and azeotroped with ethyl acetate (2×10 mL) and toluene (3×10 mL) to afford the desired product (6-3) as a white solid. ESI+MS [M+H]+ C17H18N2O2 calc'd 283.1, found 283.0. Reactants: ClC1=NN(C=C1NC(C)=O)C=1C=NC=CC1 (N-(3-chloro-1-(pyridin-3-yl)-1H-pyrazol-4-yl)acetamide), CC(C)([O-])C.[Na+] (sodium tert-butoxide), C(C)Br (ethyl bromide). The reagents and catalysts are [I-].C(CCC)[N+](CCCC)(CCCC)CCCC (tetrabutylammonium iodide). The solvent is O1CCCC1 (tetrahydrofuran). Reaction conditions: temperature 38 celsius, time 5 minute. Product: ClC1=NN(C=C1N(C(C)=O)CC)C=1C=NC=CC1 (N-(3-Chloro-1-(pyridin-3-yl)-1H-pyrazol-4-yl)-N-ethylacetamide). As a reaction SMILES: [Cl:1][C:2]1[C:6]([NH:7][C:8](=[O:10])[CH3:9])=[CH:5][N:4]([C:11]2[CH:12]=[N:13][CH:14]=[CH:15][CH:16]=2)[N:3]=1.[CH3:17][C:18](C)([O-])C.[Na+].C(Br)C>[I-].C([N+](CCCC)(CCCC)CCCC)CCC.O1CCCC1>[Cl:1][C:2]1[C:6]([N:7]([CH2:17][CH3:18])[C:8](=[O:10])[CH3:9])=[CH:5][N:4]([C:11]2[CH:12]=[N:13][CH:14]=[CH:15][CH:16]=2)[N:3]=1 |f:1.2,4.5|. Procedure: In a 125 mL 3-neck round-bottomed flask was added N-(3-chloro-1-(pyridin-3-yl)-1H-pyrazol-4-yl)acetamide (2.57 g, 9.44 mmol), tetrahydrofuran (55 mL), and sodium tert-butoxide (1.81 g, 18.9 mmol). The suspension was stirred for 5 minutes then ethyl bromide (1.41 mL, 18.9 mmol), and tetrabutylammonium iodide (67 mg, 0.2 mmol) were added. The resulting gray colored suspension was then heated to 38° C. The reaction was analyzed after 3 hours and found to have gone to 81% completion, after 24 hours ...